Dataset: the Open Reaction Database (ORD), a public repository of structured organic reaction records. Task: describe an organic reaction: reactants, conditions, products, and yield Reactants: hydroxy-ester, C(C)(=O)C1=CC=CC=C1 (acetophenone), C(CCCC)(=O)OCC (ethyl valerate). Product: C(CC)C(C(=O)OCC)C(C1=CC=CC=C1)(C)O (Ethyl 2-Propyl-3-hydroxy-3-methyl-3-phenylpropionate). RXN SMILES: [C:1]([C:4]1[CH:9]=[CH:8][CH:7]=[CH:6][CH:5]=1)(=[O:3])[CH3:2].[C:10]([O:16][CH2:17][CH3:18])(=[O:15])[CH2:11][CH2:12][CH2:13][CH3:14]>>[CH2:12]([CH:11]([C:1]([OH:3])([CH3:2])[C:4]1[CH:9]=[CH:8][CH:7]=[CH:6][CH:5]=1)[C:10]([O:16][CH2:17][CH3:18])=[O:15])[CH2:13][CH3:14]. Procedure: A 10 milligram sample of the prepared hydroxy-ester is pyrolyzed in an open tube at 250° C. for 5 minutes. Examination of the pyrolyzate by G.C., L.C. and T.L.C. indicates >90% decomposition to form a 1:1 mixture of acetophenone and ethyl valerate. The reactants are CC(C)(C)OC(=O)N([C@H]1CC[C@H](CC1)C(=O)OC)C (methyl cis-4-[{[(1,1-dimethylethyl)oxy]carbonyl}(methyl)amino]cyclohexanecarboxylate), Cl (HCl). Solvent: O1CCOCC1 (dioxane). Conditions: temperature 50 celsius, time 8 hour. The product is CN[C@H]1CC[C@H](CC1)C(=O)OC (methyl cis-4-(methylamino)cyclohexanecarboxylate). Isolated yield 47.5%. As a reaction SMILES: CC(O[C:6]([N:8](C)[C@@H:9]1[CH2:14][CH2:13][C@H:12]([C:15]([O:17][CH3:18])=[O:16])[CH2:11][CH2:10]1)=O)(C)C.Cl>O1CCOCC1>[CH3:6][NH:8][C@@H:9]1[CH2:14][CH2:13][C@H:12]([C:15]([O:17][CH3:18])=[O:16])[CH2:11][CH2:10]1. Procedure: A mixture of methyl cis-4-[{[(1,1-dimethylethyl)oxy]carbonyl}(methyl)amino]cyclohexanecarboxylate (˜10 g, crude product from above) and 1M HCl in dioxane (20 mL) was heated to 50° C. and allowed to stir overnight. The mixture was concentrated to give the 3 g of crude product. MS (ES+): m/e 172.1 [M+H]+. The reactants are O=C([O-])[O-], ClCCl, [Na+], [Na+], Oc1cnc(-c2ccccc2)c(-c2ccccc2)n1, O=P(Cl)(Cl)Cl. Yields the product Clc1cnc(-c2ccccc2)c(-c2ccccc2)n1. RXN SMILES: [C:20](=[O:21])([O-:22])[O-:23].[Cl:31][CH2:32][Cl:33].[Na+:24].[Na+:25].[OH:1][c:2]1[n:3][c:4](-[c:14]2[cH:15][cH:16][cH:17][cH:18][cH:19]2)[c:5](-[c:8]2[cH:9][cH:10][cH:11][cH:12][cH:13]2)[n:6][cH:7]1.[P:26]([Cl:27])([Cl:28])([Cl:29])=[O:30]>>[c:2]1([Cl:28])[n:3][c:4](-[c:14]2[cH:15][cH:16][cH:17][cH:18][cH:19]2)[c:5](-[c:8]2[cH:9][cH:10][cH:11][cH:12][cH:13]2)[n:6][cH:7]1. Reactants: C(C)(=O)O.C(C)(=O)O.NC1=C2C(=NC=N1)N(N=C2C2=CC=C(C=C2)NC(CC2=CC=CC=C2)=O)[C@@H]2CC[C@@H](CC2)N2CCN(CC2)C (Cis-N1-(4-{4-amino-1-[4-(4-methylpiperazino)cyclohexyl]-1H-pyrazolo[3,4-d]pyrimidin-3-yl}phenyl)-2-phenylacetamide diacetate), [H-].[Al+3].[Li+].[H-].[H-].[H-] (lithium aluminum hydride). Solvent: O1CCCC1 (tetrahydrofuran). Conditions: temperature 0 celsius, time 18 hour. Product: C(C)(=O)O.C(C)(=O)O.CN1CCN(CC1)[C@H]1CC[C@H](CC1)N1N=C(C=2C1=NC=NC2N)C2=CC=C(C=C2)NCCC2=CC=CC=C2 (cis-1-[4-(4-methylpiperazino)cyclohexyl]-3-[4-(phenethylamino)phenyl]-1H-pyrazolo[3,4-d]pyrimidin-4-amine diacetate). The yield is 20.0%. Reaction SMILES: [C:1]([OH:4])(=[O:3])[CH3:2].[C:5]([OH:8])(=[O:7])[CH3:6].[NH2:9][C:10]1[N:15]=[CH:14][N:13]=[C:12]2[N:16]([C@H:35]3[CH2:40][CH2:39][C@@H:38]([N:41]4[CH2:46][CH2:45][N:44]([CH3:47])[CH2:43][CH2:42]4)[CH2:37][CH2:36]3)[N:17]=[C:18]([C:19]3[CH:24]=[CH:23][C:22]([NH:25][C:26](=O)[CH2:27][C:28]4[CH:33]=[CH:32][CH:31]=[CH:30][CH:29]=4)=[CH:21][CH:20]=3)[C:11]=12.[H-].[Al+3].[Li+].[H-].[H-].[H-]>O1CCCC1>[C:1]([OH:4])(=[O:3])[CH3:2].[C:5]([OH:8])(=[O:7])[CH3:6].[CH3:47][N:44]1[CH2:43][CH2:42][N:41]([C@@H:38]2[CH2:39][CH2:40][C@H:35]([N:16]3[C:12]4=[N:13][CH:14]=[N:15][C:10]([NH2:9])=[C:11]4[C:18]([C:19]4[CH:20]=[CH:21][C:22]([NH:25][CH2:26][CH2:27][C:28]5[CH:29]=[CH:30][CH:31]=[CH:32][CH:33]=5)=[CH:23][CH:24]=4)=[N:17]3)[CH2:36][CH2:37]2)[CH2:46][CH2:45]1 |f:0.1.2,3.4.5.6.7.8,10.11.12|. Procedure details: Cis-N1-(4-{4-amino-1-[4-(4-methylpiperazino)cyclohexyl]-1H-pyrazolo[3,4-d]pyrimidin-3-yl}phenyl)-2-phenylacetamide diacetate (0.200 g, 0.00031 mol) was suspended in anhydrous tetrahydrofuran (15 mL), the suspension was cooled to 0° C. and lithium aluminum hydride (0.177 g, 0.00416 mol) was added at once. The resulting mixture was warmed up to ambient temperature and stirred under an atmosphere of nitrogen for 18 hours. It was quenched by dropwise addition of water, the solvents were removed unde... Reactants: COC=C1CCC(CC1)C1=CC=C(C#N)C=C1 (p-[4-(methoxymethylidene)cyclohexyl]benzonitrile), ice water. The solvent is O1CCCC1 (tetrahydrofuran), Cl (hydrochloric acid). The product is C(#N)C1=CC=C(C=C1)C1CCC(CC1)C=O (4-(p-cyanophenyl)cyclohexanecarboxaldehyde). As a reaction SMILES: C[O:2][CH:3]=[C:4]1[CH2:9][CH2:8][CH:7]([C:10]2[CH:17]=[CH:16][C:13]([C:14]#[N:15])=[CH:12][CH:11]=2)[CH2:6][CH2:5]1>O1CCCC1.Cl>[C:14]([C:13]1[CH:16]=[CH:17][C:10]([CH:7]2[CH2:8][CH2:9][CH:4]([CH:3]=[O:2])[CH2:5][CH2:6]2)=[CH:11][CH:12]=1)#[N:15]. Procedure: The resulting oil (11.0 g) of p-[4-(methoxymethylidene)cyclohexyl]benzonitrile was heated to boiling for 1 hour in a mixture of 200 ml of tetrahydrofuran and 50 ml of 2N hydrochloric acid. The mixture was subsequently poured on to 500 ml of ice/water and extracted three times with 200 ml of diethyl ether each time. The organic phases were washed neutral with water, dried over sodium sulphate and concentrated, thereby obtaining 10.0 g of colourless and in part solid 4-(p-cyanophenyl)cyclohexaneca...